This data is from the Open Reaction Database (ORD), a public repository of structured organic reaction records. The task is: describe an organic reaction: reactants, conditions, products, and yield Starting materials: CC(C)(C)[Si](C)(C)OCCBr, CN(C)C(=O)Sc1c(C(F)(F)F)ccc2c1CCN(C(=O)OC(C)(C)C)CC2. The product is CC(C)(C)OC(=O)N1CCc2ccc(C(F)(F)F)c(SCCO[Si](C)(C)C(C)(C)C)c2CC1. As a reaction SMILES: [Br:29][CH2:30][CH2:31][O:32][Si:33]([CH3:34])([CH3:35])[C:36]([CH3:37])([CH3:38])[CH3:39].[C:1]([CH3:2])([CH3:3])([CH3:4])[O:5][C:6](=[O:7])[N:8]1[CH2:9][CH2:10][c:11]2[c:12]([c:15]([S:23][C:24](=[O:25])[N:26]([CH3:27])[CH3:28])[c:16]([C:19]([F:20])([F:21])[F:22])[cH:17][cH:18]2)[CH2:13][CH2:14]1>>[C:1]([CH3:2])([CH3:3])([CH3:4])[O:5][C:6](=[O:7])[N:8]1[CH2:9][CH2:10][c:11]2[c:12]([c:15]([S:23][CH2:30][CH2:31][O:32][Si:33]([CH3:34])([CH3:35])[C:36]([CH3:37])([CH3:38])[CH3:39])[c:16]([C:19]([F:20])([F:21])[F:22])[cH:17][cH:18]2)[CH2:13][CH2:14]1. Reactants: C(C1=CC=CC=C1)N1C(CCC1)CNC(C1=C(C(=CC=C1OC)Br)OC)=O ((-)-N-benzyl-2-(3-bromo-2,6-dimethoxybenzamidomethyl)pyrrolidine), Cl (HCl). Run in CCO (EtOH). Product: Cl.C(C1=CC=CC=C1)N1C(CCC1)CNC(C1=C(C(=CC=C1OC)Br)O)=O ((-)-N-benzyl-2-(3-bromo-2-hydroxy-6-methoxybenzamidomethyl)pyrrolidine hydrochloride). Isolated yield 55.0%. RXN SMILES: [CH2:1]([N:8]1[CH2:12][CH2:11][CH2:10][CH:9]1[CH2:13][NH:14][C:15](=[O:27])[C:16]1[C:21]([O:22][CH3:23])=[CH:20][CH:19]=[C:18]([Br:24])[C:17]=1[O:25]C)[C:2]1[CH:7]=[CH:6][CH:5]=[CH:4][CH:3]=1.[ClH:28]>CCO>[ClH:28].[CH2:1]([N:8]1[CH2:12][CH2:11][CH2:10][CH:9]1[CH2:13][NH:14][C:15](=[O:27])[C:16]1[C:21]([O:22][CH3:23])=[CH:20][CH:19]=[C:18]([Br:24])[C:17]=1[OH:25])[C:2]1[CH:7]=[CH:6][CH:5]=[CH:4][CH:3]=1 |f:3.4|. Reported procedure: The title compound was prepared from (-)-N-benzyl-2-(3-bromo-2,6-dimethoxybenzamidomethyl)pyrrolidine by dealkylation in the same manner as described in Example 2. Yield 55%. M.p. (HCl) 207°-209° C. (EtOH). The reactants are [BH4-].[Na+] (Sodium borohydride), COC(=O)C=1SC=2CN(CCC2N1)C(C1=C(C=CC=C1)F)=O (5-(2-fluorobenzoyl)-4,5,6,7-tetrahydro-thiazolo[5,4-c]pyridine-2-carboxylic acid methyl ester). Run in CO (MeOH), O (H2O). Run at time 3 hour. Product: FC1=C(C(=O)N2CC3=C(CC2)N=C(S3)CO)C=CC=C1 (5-(2-fluorobenzoyl)-4,5,6,7-tetrahydro-thiazolo[5,4-c]pyridine-2-methanol). Isolated yield 78.9%. RXN SMILES: [BH4-].[Na+].C[O:4][C:5]([C:7]1[S:8][C:9]2[CH2:10][N:11]([C:16](=[O:24])[C:17]3[CH:22]=[CH:21][CH:20]=[CH:19][C:18]=3[F:23])[CH2:12][CH2:13][C:14]=2[N:15]=1)=O>CO.O>[F:23][C:18]1[CH:19]=[CH:20][CH:21]=[CH:22][C:17]=1[C:16]([N:11]1[CH2:12][CH2:13][C:14]2[N:15]=[C:7]([CH2:5][OH:4])[S:8][C:9]=2[CH2:10]1)=[O:24] |f:0.1|. Procedure details: Sodium borohydride (0.035 g, 0.94 mmol) was added to a stirred suspension of 5-(2-fluorobenzoyl)-4,5,6,7-tetrahydro-thiazolo[5,4-c]pyridine-2-carboxylic acid methyl ester (0.25 g, 0.78 mmol) in MeOH (5 mL). The mixture was stirred at room temperature for 3 hours, diluted with H2O and extracted with AcOEt. The organic layer was separated, dried (Na2SO4), filtered and the solvent evaporated in vacuo. The crude product was purified by preparative TLC (AcOEt in petroleum ether 50/50) to yield 5-(2-f... Starting materials: Cc1c(C(=O)O)oc2ccccc12, CCCNC. The reagents and catalysts are [B-](F)(F)(F)F.CCOC(=O)C(=NOC(=[N+](C)C)N(C)C)C#N (TOTU), CCN(C(C)C)C(C)C (DIPEA). Solvent: CN(C)C=O (DMF), CN(C)C=O (DMF), CN(C)C=O (DMF), CN(C)C=O (DMF), CN(C)C=O (DMF), CN(C)C=O (DMF). Reaction conditions: temperature 25 celsius, time 2 hour. The product is CCCN(C)C(=O)c1oc2ccccc2c1C. Yield: 57.0%. As a reaction SMILES: CCCNC.Cc1c(C(=O)O)oc2ccccc12.[B-](F)(F)(F)F.CCOC(=O)C(=NOC(=[N+](C)C)N(C)C)C#N.CCN(C(C)C)C(C)C.CN(C)C=O>>CCCN(C)C(=O)c1oc2ccccc2c1C. The reactants are ClC1=C(C=NC2=CC(=C(C=C12)OC)OC)C#N (4-chloro-6,7-dimethoxy-3-quinolinecarbonitrile), Cl.N1=CC=CC=C1 (pyridine hydrochloride), C(C=1C(N)=CC=CC1)(=O)N (anthranilamide). Solvent: C(C)OCCO (2-ethoxyethanol). Product: C(#N)C=1C=NC2=CC(=C(C=C2C1NC1=C(C(=O)N)C=CC=C1)OC)OC (2-(3-Cyano-6,7-dimethoxy-quinolin-4-ylamino)-benzamide). Yield: 83.9%. RXN SMILES: Cl[C:2]1[C:11]2[C:6](=[CH:7][C:8]([O:14][CH3:15])=[C:9]([O:12][CH3:13])[CH:10]=2)[N:5]=[CH:4][C:3]=1[C:16]#[N:17].Cl.N1C=CC=CC=1.[C:25]([NH2:34])(=[O:33])[C:26]1[C:27](=[CH:29][CH:30]=[CH:31][CH:32]=1)[NH2:28]>C(OCCO)C>[C:16]([C:3]1[CH:4]=[N:5][C:6]2[C:11]([C:2]=1[NH:28][C:27]1[CH:29]=[CH:30][CH:31]=[CH:32][C:26]=1[C:25]([NH2:34])=[O:33])=[CH:10][C:9]([O:12][CH3:13])=[C:8]([O:14][CH3:15])[CH:7]=2)#[N:17] |f:1.2|. Reported procedure: Using an analogous procedure to that described in Example 286, 248.7 mg (1 mmol) of 4-chloro-6,7-dimethoxy-3-quinolinecarbonitrile in 12 mL of 2-ethoxyethanol and in the presence of 115.6 mg (1 mmol) of pyridine hydrochloride was reacted with 177.0 mg (1.3 mmol) of anthranilamide to give 292.4 mg (84.0%) of the product as a deep yellow solid, m.p. 238-240.5° C., mass (electrospray, m/e): M+H 348.9. The reactants are [N+](CCCC)(CCCC)(CCCC)CCCC.[F-] (nBu4NF), N1(CCCCC1)C1=CN(C2=CC=CC=C12)[Si](C(C)C)(C(C)C)C(C)C (3-piperidin-1-yl-1-triisopropylsilanyl-1H-indole). Run in C1CCOC1 (THF), CCOC(=O)C (EtOAc). Conditions: time 1 hour. Yields the product N1(CCCCC1)C1=CNC2=CC=CC=C12 (3-Piperidin-1-yl-1H-indole). Yield: 74.0%. RXN SMILES: [N+](CCCC)(CCCC)(CCCC)CCCC.[F-].[N:19]1([C:25]2[C:33]3[C:28](=[CH:29][CH:30]=[CH:31][CH:32]=3)[N:27]([Si](C(C)C)(C(C)C)C(C)C)[CH:26]=2)[CH2:24][CH2:23][CH2:22][CH2:21][CH2:20]1>C1COCC1.CCOC(C)=O>[N:19]1([C:25]2[C:33]3[C:28](=[CH:29][CH:30]=[CH:31][CH:32]=3)[NH:27][CH:26]=2)[CH2:20][CH2:21][CH2:22][CH2:23][CH2:24]1 |f:0.1|. Procedure: Add nBu4NF (1.0M in THF, 3.2 mL, 3.2 mmol) to a solution of 3-piperidin-1-yl-1-triisopropylsilanyl-1H-indole (835 mg, 2.34 mmol) in THF (10 mL). Stir the red solution at RT for 1 h, then dilute with EtOAc (40 mL) and wash with satd NaHCO3 (20 mL). Dry, filter, and concentrate the organic solution then purify the crude material by flash chromatography, using a linear gradient of 100% hexanes to 40% EtOAc/hexanes. Obtain the title compound (347 mg, 74%) as a grey solid. MS (ES+) 201.1 (M+1)+. 1H N... Starting materials: CO, CC1Cc2nc(C(=O)N3CCN(S(=O)(=O)c4ccc5cc(Cl)ccc5c4)CC3C(=O)NOC3CCCCO3)sc2CN1, Cl. Product: CC1Cc2nc(C(=O)N3CCN(S(=O)(=O)c4ccc5cc(Cl)ccc5c4)CC3C(=O)NO)sc2CN1. As a reaction SMILES: [CH3:44][OH:45].[Cl:1][c:2]1[cH:3][c:4]2[cH:5][cH:6][c:7]([S:12](=[O:13])(=[O:14])[N:15]3[CH2:16][CH:17]([C:33]([NH:34][O:35][CH:36]4[CH2:37][CH2:38][CH2:39][CH2:40][O:41]4)=[O:42])[N:18]([C:21](=[O:22])[c:23]4[s:24][c:25]5[c:30]([n:31]4)[CH2:29][CH:28]([CH3:32])[NH:27][CH2:26]5)[CH2:19][CH2:20]3)[cH:8][c:9]2[cH:10][cH:11]1.[ClH:43]>>[Cl:1][c:2]1[cH:3][c:4]2[cH:5][cH:6][c:7]([S:12](=[O:13])(=[O:14])[N:15]3[CH2:16][CH:17]([C:33]([NH:34][OH:35])=[O:42])[N:18]([C:21](=[O:22])[c:23]4[s:24][c:25]5[c:30]([n:31]4)[CH2:29][CH:28]([CH3:32])[NH:27][CH2:26]5)[CH2:19][CH2:20]3)[cH:8][c:9]2[cH:10][cH:11]1. The reactants are B, C1CCOC1, C1CCOC1, O=C(O)c1ccccc1Oc1ccccc1, O. The product is OCc1ccccc1Oc1ccccc1. Reaction SMILES: [BH3:6].[CH2:24]1[O:25][CH2:26][CH2:27][CH2:28]1.[O:1]1[CH2:2][CH2:3][CH2:4][CH2:5]1.[O:7]([c:8]1[cH:9][cH:10][cH:11][cH:12][cH:13]1)[c:14]1[c:15]([C:16](=[O:17])[OH:18])[cH:19][cH:20][cH:21][cH:22]1.[OH2:23]>>[O:7]([c:8]1[cH:9][cH:10][cH:11][cH:12][cH:13]1)[c:14]1[c:15]([CH2:16][OH:17])[cH:19][cH:20][cH:21][cH:22]1.